Dataset: the Open Reaction Database (ORD), a public repository of structured organic reaction records. Task: describe an organic reaction: reactants, conditions, products, and yield As a reaction SMILES: [CH3:1][O:2][C:3]1[CH:4]=[C:5]2[C:10](=[CH:11][C:12]=1[O:13][CH3:14])[N:9]=[CH:8][CH:7]=[C:6]2[CH2:15][C:16]1[CH:21]=[CH:20][C:19](Br)=[CH:18][CH:17]=1.[C:23]([C:27]1[CH:35]=[CH:34][C:30]([C:31](Cl)=[O:32])=[CH:29][CH:28]=1)([CH3:26])([CH3:25])[CH3:24].O>C(Cl)(Cl)Cl.Cl[Pd](Cl)([P](C1C=CC=CC=1)(C1C=CC=CC=1)C1C=CC=CC=1)[P](C1C=CC=CC=1)(C1C=CC=CC=1)C1C=CC=CC=1>[CH3:1][O:2][C:3]1[CH:4]=[C:5]2[C:10](=[CH:11][C:12]=1[O:13][CH3:14])[N:9]=[CH:8][CH:7]=[C:6]2[CH2:15][C:16]1[CH:21]=[CH:20][C:19]([C:31]([C:30]2[CH:34]=[CH:35][C:27]([C:23]([CH3:26])([CH3:25])[CH3:24])=[CH:28][CH:29]=2)=[O:32])=[CH:18][CH:17]=1 |^1:43,62|. Run in C(Cl)(Cl)Cl (chloroform). Procedure details: 6,7-Dimethoxy-4-tri-n-butylstanniophenylmethyl)quinoline (82 mg) obtained in Example 162, commercially available 4-t-butylbenzoyl chloride (31 mg) and a catalytic amount of commercially available bis(triphenylphosphine)palladium(II) chloride were dissolved in chloroform (3 ml), and the admixture was stirred for 15 hours under reflux with heat. After the addition of water, the admixture was extracted with methylene chloride, and the organic layer was washed with brine and saturated aqueous potass... Reagents/catalysts: Cl[Pd]([P](C1=CC=CC=C1)(C2=CC=CC=C2)C3=CC=CC=C3)([P](C4=CC=CC=C4)(C5=CC=CC=C5)C6=CC=CC=C6)Cl (bis(triphenylphosphine)palladium(II) chloride). The product is COC=1C=C2C(=CC=NC2=CC1OC)CC1=CC=C(C=C1)C(=O)C1=CC=C(C=C1)C(C)(C)C ((4-[(6,7-Dimethoxy-4-quinolyl)methyl]phenyl](4-t-butylphenyl)methanone). Reactants: COC=1C=C2C(=CC=NC2=CC1OC)CC1=CC=C(C=C1)Br (6,7-Dimethoxy-4-(4-bromophenylmethyl)quinoline), C(C)(C)(C)C1=CC=C(C(=O)Cl)C=C1 (4-t-butylbenzoyl chloride), O (water). Reaction conditions: time 15 hour. Yield: 8.7%. Run in O1CCCC1 (tetrahydrofuran). Conditions: time 15 minute. Isolated yield 83.0%. The reactants are aqueous solution, CNC (dimethylamine), ClC1=CC(=CC=C1)C(=O)OO (m-Chloroperbenzoic acid), methyl ester, CSC1=NC=C(C=N1)C=1OC2=C(N1)C=CC=C2C(=O)O (2-(2-methylthiopyrimidin-5-yl)benzoxazole-7-carboxylic acid), O (water). Procedure: 77% m-Chloroperbenzoic acid (476 mg, 2.12 mmol) was added to a suspension of methyl ester of 2-(2-methylthiopyrimidin-5-yl)benzoxazole-7-carboxylic acid (400 mg, 1.33 mmol) in tetrahydrofuran (10 ml) under ice cooling and the mixture was stirred for 15 min. and then at room temperature for 3 hrs. To the reaction mixture was added dropwise 50% aqueous solution of dimethylamine at room temperature and the mixture was stirred at room temperature for 1 hr. The reaction mixture was cooled with ice an... Product: methyl ester, CN(C1=NC=C(C=N1)C=1OC2=C(N1)C=CC=C2C(=O)O)C (2-(2-dimethylaminopyrimidin-5-yl)benzoxazole-7-carboxylic acid). As a reaction SMILES: ClC1C=CC=C(C(OO)=O)C=1.CS[C:14]1[N:19]=[CH:18][C:17]([C:20]2[O:21][C:22]3[C:28]([C:29]([OH:31])=[O:30])=[CH:27][CH:26]=[CH:25][C:23]=3[N:24]=2)=[CH:16][N:15]=1.[CH3:32][NH:33][CH3:34].O>O1CCCC1>[CH3:32][N:33]([CH3:34])[C:14]1[N:19]=[CH:18][C:17]([C:20]2[O:21][C:22]3[C:28]([C:29]([OH:31])=[O:30])=[CH:27][CH:26]=[CH:25][C:23]=3[N:24]=2)=[CH:16][N:15]=1. The reactants are C(C1=CC=CC=C1)OC(=O)N1C(C2=CC=CC=C2CC1)C1=C(C=CC(=C1)Cl)OCC(=O)OCC ((±)-1-(5-chloro-2-ethoxycarbonylmethoxy-phenyl)-3,4-dihydro-1H-isoquinoline-2-carboxylic acid benzyl ester). The solvent is CC(=O)O (AcOH), Br (hydrobromic acid), C(C)(=O)O (acetic acid). Reaction conditions: time 1 hour. Product: C(C)OC(COC1=C(C=C(C=C1)Cl)C1NCCC2=CC=CC=C12)=O ((±)-[4-Chloro-2-(1,2,3,4-tetrahydro-isoquinolin-1-yl)-phenoxy]-acetic acid ethyl ester). RXN SMILES: C(OC([N:11]1[CH2:20][CH2:19][C:18]2[C:13](=[CH:14][CH:15]=[CH:16][CH:17]=2)[CH:12]1[C:21]1[CH:26]=[C:25]([Cl:27])[CH:24]=[CH:23][C:22]=1[O:28][CH2:29][C:30]([O:32][CH2:33][CH3:34])=[O:31])=O)C1C=CC=CC=1>CC(O)=O.Br>[CH2:33]([O:32][C:30](=[O:31])[CH2:29][O:28][C:22]1[CH:23]=[CH:24][C:25]([Cl:27])=[CH:26][C:21]=1[CH:12]1[C:13]2[C:18](=[CH:17][CH:16]=[CH:15][CH:14]=2)[CH2:19][CH2:20][NH:11]1)[CH3:34]. Procedure details: To a solution of (±)-1-(5-chloro-2-ethoxycarbonylmethoxy-phenyl)-3,4-dihydro-1H-isoquinoline-2-carboxylic acid benzyl ester (1.03 g, 2.15 mmol, 1.0 eq.) in AcOH (30 mL), 33% hydrobromic acid in acetic acid (7.5 mL) was added. The mixture was stirred at r.t. for 1 hour. The reaction mixture was concentrated in vacuo. The residue was purified by flash master (column: 100 g, flow: 45 mL/min, Heptane to AcOEt with 10% of NEt3) to yield the title amine. The reactants are O=C([O-])[O-], CCc1nc2ccccc2[nH]1, CN1CCCC1=O, CO, CC(C)(O)C1CCN(Cc2nc3c(N4CCOCC4)nc(Cl)nc3s2)CC1, [Cs+], [Cs+], [Cu+], O=C([O-])c1cccs1. The product is CCc1nc2ccccc2n1-c1nc(N2CCOCC2)c2nc(CN3CCC(C(C)(C)O)CC3)sc2n1. Reaction SMILES: [C:39](=[O:40])([O-:41])[O-:42].[CH2:28]([CH3:29])[c:30]1[n:31][c:32]2[c:33]([nH:34]1)[cH:35][cH:36][cH:37][cH:38]2.[CH3:45][N:46]1[CH2:47][CH2:48][CH2:49][C:50]1=[O:51].[CH3:52][OH:53].[Cl:1][c:2]1[n:3][c:4]([N:22]2[CH2:23][CH2:24][O:25][CH2:26][CH2:27]2)[c:5]2[c:6]([n:7]1)[s:8][c:9]([CH2:11][N:12]1[CH2:13][CH2:14][CH:15]([C:18]([CH3:19])([CH3:20])[OH:21])[CH2:16][CH2:17]1)[n:10]2.[Cs+:43].[Cs+:44].[Cu+:62].[s:54]1[cH:55][cH:56][cH:57][c:58]1[C:59]([O-:60])=[O:61]>>[c:2]1(-[n:31]2[c:30]([CH2:28][CH3:29])[n:34][c:33]3[c:32]2[cH:38][cH:37][cH:36][cH:35]3)[n:3][c:4]([N:22]2[CH2:23][CH2:24][O:25][CH2:26][CH2:27]2)[c:5]2[c:6]([n:7]1)[s:8][c:9]([CH2:11][N:12]1[CH2:13][CH2:14][CH:15]([C:18]([CH3:19])([CH3:20])[OH:21])[CH2:16][CH2:17]1)[n:10]2. Run in O (water), CO (methanol). The reactants are ice, O1CCN(CC1)C(=O)N[C@@H](CC1=CC=CC=C1)C(=O)O.COC([C@@H](N)CSC)=O (N-(morpholinocarbonyl)-L-phenylalanine S-methyl-L-cysteine methyl ester), C([O-])([O-])=O.[K+].[K+] (potassium carbonate). The product is O1CCN(CC1)C(=O)N[C@@H](CC1=CC=CC=C1)C(=O)O.CSC[C@H](N)C(=O)O (N-(Morpholinocarbonyl)-L-phenylalanine S-methyl-L-cysteine). Reported procedure: To an ice-cooled solution of 1.15 g N-(morpholinocarbonyl)-L-phenylalanine-S-methyl-L-cysteine methyl ester in 30 mL water and 60 mL methanol was added 3.5 g potassium carbonate. The resulting mixture was stirred at 0° for 15 min. and at ambient temperature for 4 h. The solution was concentrated in vacuo to an aqueous solution, which was acidified with conc. hydrochloric acid and extracted 3×50 mL methylene chloride. The combined extracts were dried over magnesium sulfate, filtered and concentra... Yield: 89.9%. Run at time 4 hour. RXN SMILES: [O:1]1[CH2:6][CH2:5][N:4]([C:7]([NH:9][C@H:10]([C:18]([OH:20])=[O:19])[CH2:11][C:12]2[CH:17]=[CH:16][CH:15]=[CH:14][CH:13]=2)=[O:8])[CH2:3][CH2:2]1.C[O:22][C:23](=[O:29])[C@H:24]([CH2:26][S:27][CH3:28])[NH2:25].C(=O)([O-])[O-].[K+].[K+]>O.CO>[O:1]1[CH2:6][CH2:5][N:4]([C:7]([NH:9][C@H:10]([C:18]([OH:20])=[O:19])[CH2:11][C:12]2[CH:13]=[CH:14][CH:15]=[CH:16][CH:17]=2)=[O:8])[CH2:3][CH2:2]1.[CH3:28][S:27][CH2:26][C@@H:24]([C:23]([OH:29])=[O:22])[NH2:25] |f:0.1,2.3.4,7.8|. The reactants are CC1=C(C(=CC(=C1)C)C)S(=O)(=O)N(C1=CC=C(C=C1)OCCN1CCCC1)CC1=CC(=C(C=C1)OC1OCCCC1)C (2,4,6-Trimethyl-N-[3-methyl-4-(tetrahydro-pyran-2-yloxy)-benzyl]-N-[4-(2-pyrrolidin-1-yl-ethoxy)-phenyl]-benzenesulfonamide), Cl (HCl). The solvent is C([O-])(O)=O.[Na+] (sodium bicarbonate), C(C)O (ethanol). Run at time 2 day. Yields the product OC1=C(C=C(CN(S(=O)(=O)C2=C(C=C(C=C2C)C)C)C2=CC=C(C=C2)OCCN2CCCC2)C=C1)C (N-(4-Hydroxy-3-methyl-benzyl)-2,4,6-trimethyl-N-[4-(2-Pyrrolidin-1-yl-ethoxy)-phenyl]-benzenesulfonamide). The yield is 52.4%. Reaction SMILES: [CH3:1][C:2]1[CH:7]=[C:6]([CH3:8])[CH:5]=[C:4]([CH3:9])[C:3]=1[S:10]([N:13]([CH2:28][C:29]1[CH:34]=[CH:33][C:32]([O:35]C2CCCCO2)=[C:31]([CH3:42])[CH:30]=1)[C:14]1[CH:19]=[CH:18][C:17]([O:20][CH2:21][CH2:22][N:23]2[CH2:27][CH2:26][CH2:25][CH2:24]2)=[CH:16][CH:15]=1)(=[O:12])=[O:11].Cl>C(O)C.C(=O)(O)[O-].[Na+]>[OH:35][C:32]1[CH:33]=[CH:34][C:29]([CH2:28][N:13]([C:14]2[CH:19]=[CH:18][C:17]([O:20][CH2:21][CH2:22][N:23]3[CH2:24][CH2:25][CH2:26][CH2:27]3)=[CH:16][CH:15]=2)[S:10]([C:3]2[C:2]([CH3:1])=[CH:7][C:6]([CH3:8])=[CH:5][C:4]=2[CH3:9])(=[O:12])=[O:11])=[CH:30][C:31]=1[CH3:42] |f:3.4|. Procedure details: To a solution of crude 2,4,6-trimethyl-N-[3-methyl-4-(tetrahydro-pyran-2-yloxy)-benzyl]-N-[4-(2-pyrrolidin-1-yl-ethoxy)-phenyl]-benzenesulfonamide (0.089 g, 0.15 mmol) prepared in Step A in 4 mL ethanol was added 0.8 mL of 1.2N HCl. The reaction mixture was stirred at room temperature for 2 days and was diluted with 10 mL saturated aqueous sodium bicarbonate. The aqueous solution was washed with methylene chloride (2×10 mL). The combined organic layers were dried (sodium sulfate), filtered, and ... The reactants are N12CCCCCC2=NCCC1 (1,8-diazabicyclo[5.4.0]undec-7-ene), BrC1=C(C=CC=C1)CC(C)=NO (1-(2-bromophenyl)propan-2-one oxime), TEA, CS(=O)(=O)Cl (methanesulfonyl chloride). The solvent is C1CCOC1 (THF), C1CCOC1 (THF). Run at time 1 hour. The product is BrC1=C(C=CC=C1)C1N=C1C (2-(2-bromophenyl)-3-methyl-2H-azirine). RXN SMILES: [Br:1][C:2]1[CH:7]=[CH:6][CH:5]=[CH:4][C:3]=1[CH2:8][C:9](=[N:11]O)[CH3:10].CS(Cl)(=O)=O.N12CCCN=C1CCCCC2>C1COCC1>[Br:1][C:2]1[CH:7]=[CH:6][CH:5]=[CH:4][C:3]=1[CH:8]1[C:9]([CH3:10])=[N:11]1. Procedure details: To a solution of 1-(2-bromophenyl)propan-2-one oxime (1.36 g, 5.96 mmol) and TEA (722 mg, 7.15 mmol) in anhydrous THF (50 mL) at RT was added dropwise a solution of methanesulfonyl chloride (819 mg, 7.15 mmol) in anhydrous THF (5 mL). After stirring at RT for 1 h, 1,8-diazabicyclo[5.4.0]undec-7-ene (2.26 g, 14.9 mmol) was added and stirring continued at RT for 1 h. The reaction mixture was passed through a pad of SiO2, concentrated in vacuo, and purified by SiO2 chromatography eluting with petro...